Dataset: the Open Reaction Database (ORD), a public repository of structured organic reaction records. Task: describe an organic reaction: reactants, conditions, products, and yield The reactants are 2L, CCOC(=O)CCC(C(=O)O)N (glutamic acid γ-ethyl ester), ClC(=O)OCC1=CC=CC=C1 (benzyl chloroformate), C(=O)(O)[O-].[Na+] (NaHCO3). The solvent is O (water). Reaction conditions: temperature 60 celsius, time 2 hour. The product is C(C1=CC=CC=C1)OC(=O)N[C@@H](CCC(=O)OCC)C(=O)O (N-((benzyloxy)carbonyl)-5-O-ethyl-L-glutamic acid). The yield is 83.0%. Reaction SMILES: [CH3:1][CH2:2][O:3][C:4]([CH2:6][CH2:7][CH:8]([NH2:12])[C:9]([OH:11])=[O:10])=[O:5].C([O-])(O)=O.[Na+].Cl[C:19]([O:21][CH2:22][C:23]1[CH:28]=[CH:27][CH:26]=[CH:25][CH:24]=1)=[O:20]>O>[CH2:22]([O:21][C:19]([NH:12][C@H:8]([C:9]([OH:11])=[O:10])[CH2:7][CH2:6][C:4]([O:3][CH2:2][CH3:1])=[O:5])=[O:20])[C:23]1[CH:28]=[CH:27][CH:26]=[CH:25][CH:24]=1 |f:1.2|. Reported procedure: A 2L 3-necked flask equipped with a magnetic stirrer and a thermometer was charged with 25.0 g of glutamic acid γ-ethyl ester (Sigma Chemical Co., St. Louis, Mo., 63178) and 1 L of distilled water. The solution was heated to 60° C. with stirring and treated with 30 g of NaHCO3 followed by 25 mL of benzyl chloroformate (Aldrich). The flask was allowed to cool to RT and stirring was continued for 2 h. The mixture was extracted with ethyl ether (5×100 mL) and the ether extracts were discarded. The ... Reactants: product, COC1=C(C(=O)Cl)C=CC=C1 (2-methoxybenzoyl chloride), CC(C)C1=C(C(=CC=C1)C(C)C)NC(CNC(C1=CC=CC=C1)C1=CC=CC=C1)=O (N-[2,6-bis(1-Methylethyl)phenyl]-2-[(diphenylmethyl)amino]acetamide), O(C1=CC=CC=C1)C(=O)Cl (phenoxycarbonyl chloride). Product: CC(C)C1=C(C(=CC=C1)C(C)C)NC(CN(C(OC1=CC=CC=C1)=O)C1C2=CC=CC=C2C=2C=CC=CC12)=O ([2-[[2,6-bis(1-Methylethyl)phenyl]amino]-2-oxoethyl](9H-fluoren-9-yl)carbamic acid, phenyl ester). RXN SMILES: [CH3:1][CH:2]([C:4]1[CH:9]=[CH:8][CH:7]=[C:6]([CH:10]([CH3:12])[CH3:11])[C:5]=1[NH:13][C:14](=[O:30])[CH2:15][NH:16][CH:17]([C:24]1[CH:29]=[CH:28][CH:27]=[CH:26][CH:25]=1)[C:18]1[CH:23]=[CH:22][CH:21]=[CH:20][CH:19]=1)[CH3:3].[O:31]([C:38](Cl)=[O:39])[C:32]1[CH:37]=[CH:36][CH:35]=[CH:34][CH:33]=1.COC1C=CC=CC=1C(Cl)=O>>[CH3:3][CH:2]([C:4]1[CH:9]=[CH:8][CH:7]=[C:6]([CH:10]([CH3:11])[CH3:12])[C:5]=1[NH:13][C:14](=[O:30])[CH2:15][N:16]([CH:17]1[C:24]2[CH:25]=[CH:26][CH:27]=[CH:28][C:29]=2[C:19]2[C:18]1=[CH:23][CH:22]=[CH:21][CH:20]=2)[C:38](=[O:39])[O:31][C:32]1[CH:37]=[CH:36][CH:35]=[CH:34][CH:33]=1)[CH3:1]. Procedure: When in the procedure of Example 94 an appropriate amount of the product of Example 77 was substituted for the product of Example 4 and an appropriate amount of phenoxycarbonyl chloride was substituted for 2-methoxybenzoyl chloride and the general procedure of Example 94 was followed the title compound was obtained. Total yield, 0.94 g (82%). Starting materials: ClC1=C(OCC(=O)OC(C)(C)C)C=CC(=C1Cl)CCC(C=1SC(=CC1)C1=CC=C(C=C1)C(F)(F)F)=O (tert-butyl 2-(2,3-dichloro-4-(3-oxo-3-(5-(4-(trifluoromethyl)phenyl)thien-2-yl)propyl)phenoxy)acetate), FC(C(=O)O)(F)F (trifluoroacetic acid). Yields the product ClC1=C(OCC(=O)O)C=CC(=C1Cl)CCC(C=1SC(=CC1)C1=CC=C(C=C1)C(F)(F)F)=O (2-(2,3-Dichloro-4-(3-oxo-3-(5-(4-(trifluoromethyl)phenyl)thien-2-yl)propyl)-phenoxy)acetic acid). As a reaction SMILES: [Cl:1][C:2]1[C:16]([Cl:17])=[C:15]([CH2:18][CH2:19][C:20](=[O:36])[C:21]2[S:22][C:23]([C:26]3[CH:31]=[CH:30][C:29]([C:32]([F:35])([F:34])[F:33])=[CH:28][CH:27]=3)=[CH:24][CH:25]=2)[CH:14]=[CH:13][C:3]=1[O:4][CH2:5][C:6]([O:8]C(C)(C)C)=[O:7].FC(F)(F)C(O)=O>>[Cl:1][C:2]1[C:16]([Cl:17])=[C:15]([CH2:18][CH2:19][C:20](=[O:36])[C:21]2[S:22][C:23]([C:26]3[CH:31]=[CH:30][C:29]([C:32]([F:33])([F:34])[F:35])=[CH:28][CH:27]=3)=[CH:24][CH:25]=2)[CH:14]=[CH:13][C:3]=1[O:4][CH2:5][C:6]([OH:8])=[O:7]. Procedure: 2-(2,3-Dichloro-4-(3-oxo-3-(5-(4-(trifluoromethyl)phenyl)thien-2-yl)propyl)-phenoxy)acetic acid is prepared from tert-butyl 2-(2,3-dichloro-4-(3-oxo-3-(5-(4-(trifluoromethyl)phenyl)thien-2-yl)propyl)phenoxy)acetate according to general procedure E using 17 equivalents of trifluoroacetic acid. Reactants: CC(C)(C)OC(=O)N1CCNCC1, N#Cc1cccc(C(=O)O)c1, CCN=C=NCCCN(C)C, CCN(C(C)C)C(C)C, Cl, CN(C)C=O, O, On1nnc2ccccc21. Product: CC(C)(C)OC(=O)N1CCN(C(=O)c2cccc(C#N)c2)CC1. Reaction SMILES: [C:32]([CH3:33])([CH3:34])([CH3:35])[O:36][C:37](=[O:38])[N:39]1[CH2:40][CH2:41][NH:42][CH2:43][CH2:44]1.[C:45](#[N:46])[c:47]1[cH:48][c:49]([C:50](=[O:51])[OH:52])[cH:53][cH:54][cH:55]1.[CH3:20][CH2:21][N:22]=[C:23]=[N:24][CH2:25][CH2:26][CH2:27][N:28]([CH3:29])[CH3:30].[CH:1]([N:2]([CH2:3][CH3:4])[CH:5]([CH3:6])[CH3:7])([CH3:8])[CH3:9].[ClH:31].[O:56]=[CH:57][N:58]([CH3:59])[CH3:60].[OH2:61].[OH:10][n:11]1[c:12]2[c:13]([cH:14][cH:15][cH:16][cH:17]2)[n:18][n:19]1>>[C:32]([CH3:33])([CH3:34])([CH3:35])[O:36][C:37](=[O:38])[N:39]1[CH2:40][CH2:41][N:42]([C:50]([c:49]2[cH:48][c:47]([C:45]#[N:46])[cH:55][cH:54][cH:53]2)=[O:51])[CH2:43][CH2:44]1. Reactants: COC(CCC1=CC(=CC=C1)C[C@@H](C)NC[C@H](O)C1=CC(=C(C=C1)OCC1=CC=CC=C1)CO)=O (methyl-3-{3-[(2R)-2-({(2R)-2-[4-(benzyloxy)-3-(hydroxymethyl)phenyl]-2-hydroxyethyl}amino)propyl]phenyl}propanoate), ClCCl (dichloromethane). Solvent: CO (methanol). The product is N (ammonia), COC(CCC1=CC(=CC=C1)C[C@@H](C)NC[C@@H](C1=CC(=C(C=C1)O)CO)O)=O (Methyl3-{3-[(2R)-2-({(2R)-2-hydroxy-2-[4-hydroxy-3-(hydroxymethyl)phenyl]ethyl}amino)propyl]phenyl}propanoate). As a reaction SMILES: [CH3:1][O:2][C:3](=[O:35])[CH2:4][CH2:5][C:6]1[CH:11]=[CH:10][CH:9]=[C:8]([CH2:12][C@H:13]([NH:15][CH2:16][C@@H:17]([C:19]2[CH:24]=[CH:23][C:22]([O:25]CC3C=CC=CC=3)=[C:21]([CH2:33][OH:34])[CH:20]=2)[OH:18])[CH3:14])[CH:7]=1.ClCCl>CO>[NH3:15].[CH3:1][O:2][C:3](=[O:35])[CH2:4][CH2:5][C:6]1[CH:11]=[CH:10][CH:9]=[C:8]([CH2:12][C@H:13]([NH:15][CH2:16][C@H:17]([OH:18])[C:19]2[CH:24]=[CH:23][C:22]([OH:25])=[C:21]([CH2:33][OH:34])[CH:20]=2)[CH3:14])[CH:7]=1. Procedure details: Prepared according to the procedure used for preparation 37 using methyl-3-{3-[(2R)-2-({(2R)-2-[4-(benzyloxy)-3-(hydroxymethyl)phenyl]-2-hydroxyethyl}amino)propyl]phenyl}propanoate (Preparation 58), substituting dichloromethane:methanol: 880 ammonia (95:5:0.5 changing to 90:10:1 by volume) as column eluent to give the title compound as a colourless oil.